describe an organic reaction: reactants, conditions, products, and yield From a dataset of the Open Reaction Database (ORD), a public repository of structured organic reaction records. The reactants are COc1ccc(N(C(=O)CN2C(=O)Cc3nnc(-c4ccccc4)n3-c3ccccc32)C(C)C)cn1, O=Cc1c[nH]c2ccc(F)cc12. Yields the product COc1ccc(N(C(=O)CN2C(=O)C(=Cc3c[nH]c4ccc(F)cc34)c3nnc(-c4ccccc4)n3-c3ccccc32)C(C)C)cn1. As a reaction SMILES: [CH:1]([CH3:2])([CH3:3])[N:4]([C:5]([CH2:6][N:7]1[c:8]2[c:9]([cH:24][cH:25][cH:26][cH:27]2)-[n:10]2[c:11](-[c:18]3[cH:19][cH:20][cH:21][cH:22][cH:23]3)[n:12][n:13][c:14]2[CH2:15][C:16]1=[O:17])=[O:28])[c:29]1[cH:30][n:31][c:32]([O:35][CH3:36])[cH:33][cH:34]1.[F:37][c:38]1[cH:39][c:40]2[c:41]([CH:47]=[O:48])[cH:42][nH:43][c:44]2[cH:45][cH:46]1>>[CH:1]([CH3:2])([CH3:3])[N:4]([C:5]([CH2:6][N:7]1[c:8]2[c:9]([cH:24][cH:25][cH:26][cH:27]2)-[n:10]2[c:11](-[c:18]3[cH:19][cH:20][cH:21][cH:22][cH:23]3)[n:12][n:13][c:14]2[C:15](=[CH:47][c:41]2[c:40]3[cH:39][c:38]([F:37])[cH:46][cH:45][c:44]3[nH:43][cH:42]2)[C:16]1=[O:17])=[O:28])[c:29]1[cH:30][n:31][c:32]([O:35][CH3:36])[cH:33][cH:34]1. Reactants: CS(=O)(=O)OC[C@H]1CN(C(O1)=O)C1=CC=C(C=C1)C1=NOC=C1 ([(5R)-3-(4-Isoxazol-3-ylphenyl)-2-oxo-1,3-oxazolidin-5-yl]methyl methanesulfonate), CCOC(=O)C (EtOAc), Intermediate, [N-]=[N+]=[N-].[Na+] (sodium azide). Reagents/catalysts: [I-].C(CCC)[N+](CCCC)(CCCC)CCCC (tetrabutylammonium iodide). Solvent: CN(C)C=O (DMF). Conditions: temperature 60 celsius. Yields the product N(=[N+]=[N-])C[C@H]1CN(C(O1)=O)C1=CC=C(C=C1)C1=NOC=C1 ((5R)-5-(azidomethyl)-3-(4-isoxazol-3-ylphenyl)-1,3-oxazolidin-2-one). As a reaction SMILES: CS(O[CH2:6][C@@H:7]1[O:11][C:10](=[O:12])[N:9]([C:13]2[CH:18]=[CH:17][C:16]([C:19]3[CH:23]=[CH:22][O:21][N:20]=3)=[CH:15][CH:14]=2)[CH2:8]1)(=O)=O.[N-:24]=[N+:25]=[N-:26].[Na+].CCOC(C)=O>[I-].C([N+](CCCC)(CCCC)CCCC)CCC.CN(C=O)C>[N:24]([CH2:6][C@@H:7]1[O:11][C:10](=[O:12])[N:9]([C:13]2[CH:18]=[CH:17][C:16]([C:19]3[CH:23]=[CH:22][O:21][N:20]=3)=[CH:15][CH:14]=2)[CH2:8]1)=[N+:25]=[N-:26] |f:1.2,4.5|. Reported procedure: [(5R)-3-(4-Isoxazol-3-ylphenyl)-2-oxo-1,3-oxazolidin-5-yl]methyl methanesulfonate (Intermediate 7,400 mg, 1.18 mmol), sodium azide (99 mg, 1.53 mmol), 18 crown-6 (23.6 mg, 0.089 mmol) and tetrabutylammonium iodide (28.2 mg, 0.076 mmol) were combined in DMF (5 ml) and heated to 60° C. for 4 hours. EtOAc (20 ml) was added and the organic layers were washed with brine (3×20 ml), dried over Na2SO4 and concentrated under vacuum to yield (5R)-5-(azidomethyl)-3-(4-isoxazol-3-ylphenyl)-1,3-oxazolidin-2-... As a reaction SMILES: [CH2:1]([CH2:2][CH2:3][CH2:4][CH2:5][CH2:6][CH2:7][CH2:8][CH:9]=[CH:10][CH2:11][CH2:12][CH2:13][CH2:14][CH2:15][CH2:16][CH2:17][CH3:18])[OH:19].[Cl:20][C:21]([Cl:22])([O:23][C:24](=[O:25])[O:26][C:27]([Cl:28])([Cl:29])[Cl:30])[Cl:31].[Cl:38][CH2:39][Cl:40].[cH:32]1[cH:33][cH:34][n:35][cH:36][cH:37]1>>[CH2:1]([CH2:2][CH2:3][CH2:4][CH2:5][CH2:6][CH2:7][CH2:8][CH:9]=[CH:10][CH2:11][CH2:12][CH2:13][CH2:14][CH2:15][CH2:16][CH2:17][CH3:18])[O:19][C:21]([Cl:20])=[O:23]. The reactants are CCCCCCCCC=CCCCCCCCCO, O=C(OC(Cl)(Cl)Cl)OC(Cl)(Cl)Cl, ClCCl, c1ccncc1. Product: CCCCCCCCC=CCCCCCCCCOC(=O)Cl. Reactants: BrB(Br)Br, COc1ccc(-c2ccc(CCC#N)cc2CC(C)C)cc1CC(C)C, ClCCl, O. Yields the product CC(C)Cc1cc(-c2ccc(CCC#N)cc2CC(C)C)ccc1O. Reaction SMILES: [B:1]([Br:2])([Br:3])[Br:4].[CH2:5]([CH:6]([CH3:7])[CH3:8])[c:9]1[c:10](-[c:19]2[cH:20][c:21]([CH2:27][CH:28]([CH3:29])[CH3:30])[c:22]([O:25][CH3:26])[cH:23][cH:24]2)[cH:11][cH:12][c:13]([CH2:15][CH2:16][C:17]#[N:18])[cH:14]1.[Cl:32][CH2:33][Cl:34].[OH2:31]>>[CH2:5]([CH:6]([CH3:7])[CH3:8])[c:9]1[c:10](-[c:19]2[cH:20][c:21]([CH2:27][CH:28]([CH3:29])[CH3:30])[c:22]([OH:25])[cH:23][cH:24]2)[cH:11][cH:12][c:13]([CH2:15][CH2:16][C:17]#[N:18])[cH:14]1. Starting materials: Cc1oc(-c2ccc(B3OC(C)(C)C(C)(C)O3)cc2)nc1CCOc1ccc(CCC(=O)OC(C)(C)C)c(CNC(=O)OC(C)C)c1, C1CCOC1, CC(=O)O, [Na+], [Na+], O=S([O-])([O-])=S, O, OO. Product: Cc1oc(-c2ccc(O)cc2)nc1CCOc1ccc(CCC(=O)OC(C)(C)C)c(CNC(=O)OC(C)C)c1. RXN SMILES: [C:1]([CH3:2])([CH3:3])([CH3:4])[O:5][C:6]([CH2:7][CH2:8][c:9]1[c:10]([CH2:39][NH:40][C:41](=[O:42])[O:43][CH:44]([CH3:45])[CH3:46])[cH:11][c:12]([O:15][CH2:16][CH2:17][c:18]2[n:19][c:20](-[c:24]3[cH:25][cH:26][c:27]([B:30]4[O:31][C:32]([CH3:33])([CH3:34])[C:35]([CH3:36])([CH3:37])[O:38]4)[cH:28][cH:29]3)[o:21][c:22]2[CH3:23])[cH:13][cH:14]1)=[O:47].[CH2:61]1[O:62][CH2:63][CH2:64][CH2:65]1.[CH3:48][C:49]([OH:50])=[O:51].[Na+:54].[Na+:55].[O-:56][S:57]([O-:58])(=[S:59])=[O:60].[OH2:66].[OH:52][OH:53]>>[C:1]([CH3:2])([CH3:3])([CH3:4])[O:5][C:6]([CH2:7][CH2:8][c:9]1[c:10]([CH2:39][NH:40][C:41](=[O:42])[O:43][CH:44]([CH3:45])[CH3:46])[cH:11][c:12]([O:15][CH2:16][CH2:17][c:18]2[n:19][c:20](-[c:24]3[cH:25][cH:26][c:27]([OH:50])[cH:28][cH:29]3)[o:21][c:22]2[CH3:23])[cH:13][cH:14]1)=[O:47]. Run in ClC1=C(C=CC=C1)Cl (1,2-dichlorobenzene), O (water), O (water). Conditions: temperature 75 celsius. Reactants: C1=CC=C(C(=C1)C#N)C#N (phthalodinitrile), [Al+3].[Cl-].[Cl-].[Cl-] (AlCl3), Cl (HCl), P(=O)([O-])([O-])[O-].[Na+].[Na+].[Na+] (trisodium phosphate). Procedure: An autoclave is charged with 128 g of phthalodinitrile, 40 g of AlCl3 and 650 g of 1,2-dichlorobenzene. After scavenging with nitrogen, the reaction mixture is heated for 26 hours to 170° C. After cooling and dearating, the suspension is stirred into 400 ml of water containing 100 g of trisodium phosphate. The batch is then evaporated to dryness in a rotary evaporator and the crude product is stirred in 750 ml of water. After addition of 60 g of 50% NaOH, heating to 75° C. and keeping this tempe... RXN SMILES: [CH:1]1[CH:6]=[C:5]([C:7]#[N:8])[C:4]([C:9]#[N:10])=[CH:3][CH:2]=1.[Al+3:11].[Cl-].[Cl-].[Cl-].P([O-])([O-])([O-])=O.[Na+].[Na+].[Na+].Cl>O.ClC1C=CC=CC=1Cl>[Al:11].[CH:1]1[CH:2]=[CH:3][C:4]2[C:5](=[C:7]3[N:8]=[C:7]4[N:10]=[C:9]([C:4]5[CH:3]=[CH:2][CH:1]=[CH:6][C:5]=54)[N:10]=[C:9]4[NH:8][C:7]([C:5]5[CH:6]=[CH:1][CH:2]=[CH:3][C:4]=54)=[N:10][C:9]4=[N:8][C:7]([C:5]5[CH:6]=[CH:1][CH:2]=[CH:3][C:4]=54)=[N:10][C:9]=2[NH:8]3)[CH:6]=1 |f:1.2.3.4,5.6.7.8,12.13|. The product is [Al].C=1C=CC=2C(C1)=C3NC2N=C4C=5C=CC=CC5C(=N4)N=C6C=7C=CC=CC7C(N6)=NC=8C=9C=CC=CC9C(=N3)N8 (aluminium phthalocyanine). Starting materials: C(C)(C)(C)S (tert-butyl thiol), C[O-].[Na+] (NaOMe), C1(CCC1)Br (cyclobutylbromide), sulfide, sulfide, OOS(=O)[O-].[K+] (oxone). Solvent: CS(=O)C (DMSO), CO (MeOH), O (water). Reaction conditions: temperature 90 celsius, time 5 hour. Yields the product C1(CCC1)S(=O)(=O)C(C)(C)C (tert-butyl cyclobutyl sulfone). The yield is 71.0%. As a reaction SMILES: [C:1](S)([CH3:4])([CH3:3])[CH3:2].C[O-].[Na+].[CH:9]1(Br)[CH2:12][CH2:11][CH2:10]1.O[O:15][S:16]([O-:18])=O.[K+]>CS(C)=O.CO.O>[CH:9]1([S:16]([C:1]([CH3:4])([CH3:3])[CH3:2])(=[O:18])=[O:15])[CH2:12][CH2:11][CH2:10]1 |f:1.2,4.5|. Procedure details: To a solution of tert-butyl thiol XXIIa(i) (1.51 mL, 13.3 mmol) in DMSO (7.2 mL) was added NaOMe (800 mg, 14.7 mmol) and cyclobutylbromide (0.63 mL, 6.47 mmol) at rt. The resulting cloudy solution was heated to 90° C. and stirred for 5 hr at the same temperature. The reaction was quenched with water, extracted by ether, dried over MgSO4. The organic phase was concentrated to afford the crude sulfide. This sulfide was directly used for the next step. To a solution of the above crude sulfide in Me...